From a dataset of the Open Reaction Database (ORD), a public repository of structured organic reaction records. describe an organic reaction: reactants, conditions, products, and yield Starting materials: Cl.S1C(=NC=C1)C(=N)N (2-thiazolecarboxamidine hydrochloride), ClC1=C(C=O)C=CC(=C1)F (2-chloro-4-fluorobenzaldehyde), C1(CC(CCC1)=O)=O (1,3-cyclohexanedione), C(C)(=O)[O-].[Na+] (sodium acetate), Cl (HCl). The solvent is C(C)O (ethanol), O (water), C(C)(=O)OCC (ethyl acetate). The product is S1C(=NC=C1)C1NC=2CCCC(C2C(=N1)C1=C(C=C(C=C1)F)Cl)=O (2-(thiazol-2-yl)-4-(2-chloro-4-fluorophenyl)-7,8-dihydroquinazolin-5(1H)-one). Isolated yield 27.0%. As a reaction SMILES: Cl.[S:2]1[CH:6]=[CH:5][N:4]=[C:3]1[C:7]([NH2:9])=[NH:8].[Cl:10][C:11]1[CH:18]=[C:17]([F:19])[CH:16]=[CH:15][C:12]=1[CH:13]=O.[C:20]1(=O)[CH2:25][CH2:24][CH2:23][C:22](=[O:26])[CH2:21]1.C([O-])(=O)C.[Na+].Cl>C(O)C.O.C(OCC)(=O)C>[S:2]1[CH:6]=[CH:5][N:4]=[C:3]1[CH:7]1[N:9]=[C:13]([C:12]2[CH:15]=[CH:16][C:17]([F:19])=[CH:18][C:11]=2[Cl:10])[C:21]2[C:22](=[O:26])[CH2:23][CH2:24][CH2:25][C:20]=2[NH:8]1 |f:0.1,4.5|. Procedure: 2-thiazolecarboxamidine hydrochloride (Schaefer P. C., Peters G. A., et al.) 2.164 mmol, 2-chloro-4-fluorobenzaldehyde 2.164 mmol, 1,3-cyclohexanedione 2.164 mmol and sodium acetate 3.2 mmol were reacted in 8 ml anhydrous ethanol under refluxing for 18 hr, and condensed, to which ethyl acetate and water and 1N HCl were added and the layers were separated. The water layer was adjusted with concentrated NaOH solution until pH value to be basic, then ethyl acetate was added again and extracted twic... Starting materials: [BH4-].[Na+] (sodium borohydride), N1(CCOCC1)C=1C=C(C(C=O)=CC1)O (4-morpholinylsalicylaldehyde), Cl (hydrochloric acid), CC(=O)C (acetone). The solvent is O (water). Conditions: time 3 hour. The product is OCC1=C(C=C(C=C1)N1CCOCC1)O (2-Hydroxymethyl-5-morpholin-4-yl-phenol). Isolated yield 37.2%. Reaction SMILES: [BH4-].[Na+].[N:3]1([C:9]2[CH:10]=[C:11]([OH:17])[C:12](=[CH:15][CH:16]=2)[CH:13]=[O:14])[CH2:8][CH2:7][O:6][CH2:5][CH2:4]1.CC(C)=O.Cl>O>[OH:14][CH2:13][C:12]1[CH:15]=[CH:16][C:9]([N:3]2[CH2:4][CH2:5][O:6][CH2:7][CH2:8]2)=[CH:10][C:11]=1[OH:17] |f:0.1|. Reported procedure: A solution of sodium borohydride (NaBH4) (0.66 g, 17 mmol) in water (25 mL) was treated with 4-morpholinylsalicylaldehyde (1.8 g, 9 mmol) in small portions over 30 min and stirred at room temperature for 3 h. The reaction was quenched with acetone (5.1 mL, 100 mmol), acidified to pH 7 with 7.8 mL of 5% hydrochloric acid (aqueous) and extracted with chloroform (CHCl3) (2×100 mL). The combined CHCl3 extracts were dried over sodium sulfate (Na2SO4) and concentrated in vacuo to yield 0.7 g of pale y...